This data is from the Open Reaction Database (ORD), a public repository of structured organic reaction records. The task is: describe an organic reaction: reactants, conditions, products, and yield Reactants: C[O-], CO, COc1cnc2c(Sc3ccc(Nc4nnc(Cl)c5ccccc45)cc3)ccnc2c1, [Na+]. Product: COc1cnc2c(Sc3ccc(Nc4nnc(OC)c5ccccc45)cc3)ccnc2c1. RXN SMILES: [CH3:32][O-:33].[CH3:35][OH:36].[Cl:1][c:2]1[n:3][n:4][c:5]([NH:12][c:13]2[cH:14][cH:15][c:16]([S:19][c:20]3[cH:21][cH:22][n:23][c:24]4[cH:25][c:26]([O:30][CH3:31])[cH:27][n:28][c:29]34)[cH:17][cH:18]2)[c:6]2[cH:7][cH:8][cH:9][cH:10][c:11]12.[Na+:34]>>[c:2]1([O:33][CH3:32])[n:3][n:4][c:5]([NH:12][c:13]2[cH:14][cH:15][c:16]([S:19][c:20]3[cH:21][cH:22][n:23][c:24]4[cH:25][c:26]([O:30][CH3:31])[cH:27][n:28][c:29]34)[cH:17][cH:18]2)[c:6]2[cH:7][cH:8][cH:9][cH:10][c:11]12. Product: C(C)N1CC(OCC1)CN1C2=C(CCC3=C1C=CC=C3)C=CC=C2 (5-(4-ethyl-2-morpholinylmethyl)-10,11-dihydro-5H-dibenz[b,f]azepine). Conditions: time 30 minute. Reported procedure: To a suspension of sodium amide (0.08 g) in benzene was added a solution of 5-(2-morpholinylmethyl)-10,11-dihydro-5H-dibenz[b,f]azepine (0.5 g) in benzene under ice cooling, and the resulting mixture was stirred at room temperature for 30 minutes. to the reaction mixture was added a solution of ethyl bromide (0.22 g) in benzene under ice cooling, and the resulting mixture was stirred at room temperature for 4 hours. The reaction mixture was cooled, admixed with water and extracted with benzene. ... Solvent: C1=CC=CC=C1 (benzene), C1=CC=CC=C1 (benzene), C1=CC=CC=C1 (benzene). RXN SMILES: [NH2-].[Na+].[NH:3]1[CH2:8][CH2:7][O:6][CH:5]([CH2:9][N:10]2[C:16]3[CH:17]=[CH:18][CH:19]=[CH:20][C:15]=3[CH2:14][CH2:13][C:12]3[CH:21]=[CH:22][CH:23]=[CH:24][C:11]2=3)[CH2:4]1.[CH2:25](Br)[CH3:26].O>C1C=CC=CC=1>[CH2:25]([N:3]1[CH2:8][CH2:7][O:6][CH:5]([CH2:9][N:10]2[C:11]3[CH:24]=[CH:23][CH:22]=[CH:21][C:12]=3[CH2:13][CH2:14][C:15]3[CH:20]=[CH:19][CH:18]=[CH:17][C:16]2=3)[CH2:4]1)[CH3:26] |f:0.1|. Starting materials: N1CC(OCC1)CN1C2=C(CCC3=C1C=CC=C3)C=CC=C2 (5-(2-morpholinylmethyl)-10,11-dihydro-5H-dibenz[b,f]azepine), C(C)Br (ethyl bromide), O (water), [NH2-].[Na+] (sodium amide). The reactants are [BH4-], CO, O=C1CC2(CCC2)Oc2ccc(Cl)cc21, [Na+]. Product: OC1CC2(CCC2)Oc2ccc(Cl)cc21. Reaction SMILES: [BH4-:1].[CH3:18][OH:19].[Cl:3][c:4]1[cH:5][cH:6][c:7]2[c:8]([cH:17]1)[C:9](=[O:16])[CH2:10][C:11]1([O:12]2)[CH2:13][CH2:14][CH2:15]1.[Na+:2]>>[Cl:3][c:4]1[cH:5][cH:6][c:7]2[c:8]([cH:17]1)[CH:9]([OH:16])[CH2:10][C:11]1([O:12]2)[CH2:13][CH2:14][CH2:15]1. The reactants are C(C)OC=1C=C(C=C2N=C(OC2=O)C)C=CC1OCC (4-(3,4-Diethoxybenzylidene)-2-methyloxazol-5(4H)-one), CC(=O)C (acetone). The solvent is O (water). Yields the product C(C)(=O)NC(=CC1=CC(=C(C=C1)OCC)OCC)C(=O)O (N-acetyl-3-(3,4-diethoxyphenyl)dehydroalanine). Reaction SMILES: [CH2:1]([O:3][C:4]1[CH:5]=[C:6]([CH:15]=[CH:16][C:17]=1[O:18][CH2:19][CH3:20])[CH:7]=[C:8]1[C:12](=[O:13])[O:11][C:10]([CH3:14])=[N:9]1)[CH3:2].CC(C)=[O:23]>O>[C:10]([NH:9][C:8]([C:12]([OH:11])=[O:13])=[CH:7][C:6]1[CH:15]=[CH:16][C:17]([O:18][CH2:19][CH3:20])=[C:4]([O:3][CH2:1][CH3:2])[CH:5]=1)(=[O:23])[CH3:14]. Procedure: 4-(3,4-Diethoxybenzylidene)-2-methyloxazol-5(4H)-one (100 g) is added to acetone (200 ml) and water (400 ml), and the mixture is heated under reflux for 3.5 hours. The mixture is evaporated to remove the acetone, and cooled to room temperature. The precipitates are collected by filtration, and washed with water to give N-acetyl-3-(3,4-diethoxyphenyl)dehydroalanine (99 g). The reactants are C(C)OC(C(CC1=CC(=C(C=C1)OC)C(C(CC1=CC=C(C=C1)C(F)(F)F)C(=O)OCC)=O)CC)=O (ethyl-3-[3-[2-ethoxycarbonyl-3-[4-(trifluoromethyl)phenyl]propionyl]-4-methoxyphenyl]-2-ethylpropanoate), Cl (hydrochloric acid), ice water. Run in C(C)(=O)O (acetic acid). Product: C(C)C(C(=O)O)CC1=CC(=C(C=C1)OC)C(CCC1=CC=C(C=C1)C(F)(F)F)=O (2-Ethyl-3-[3-[3-[4-(trifluoromethyl)phenyl]propionyl]-4-methoxyphenyl]propanoic acid). Yield: 69.9%. As a reaction SMILES: C([O:3][C:4](=[O:36])[CH:5]([CH2:34][CH3:35])[CH2:6][C:7]1[CH:12]=[CH:11][C:10]([O:13][CH3:14])=[C:9]([C:15](=[O:33])[CH:16](C(OCC)=O)[CH2:17][C:18]2[CH:23]=[CH:22][C:21]([C:24]([F:27])([F:26])[F:25])=[CH:20][CH:19]=2)[CH:8]=1)C.Cl>C(O)(=O)C>[CH2:34]([CH:5]([CH2:6][C:7]1[CH:12]=[CH:11][C:10]([O:13][CH3:14])=[C:9]([C:15](=[O:33])[CH2:16][CH2:17][C:18]2[CH:19]=[CH:20][C:21]([C:24]([F:26])([F:25])[F:27])=[CH:22][CH:23]=2)[CH:8]=1)[C:4]([OH:36])=[O:3])[CH3:35]. Reported procedure: A mixture of ethyl-3-[3-[2-ethoxycarbonyl-3-[4-(trifluoromethyl)phenyl]propionyl]-4-methoxyphenyl]-2-ethylpropanoate (2.62 g, 5.15 mmol), glacial acetic acid (10 mL) and concentrated hydrochloric acid (5 mL) was refluxed for 5 hours. After cooling, the mixture was poured into ice water, which was extracted with ethyl acetate. The organic layer was washed with water and brine, dried over anhydrous sodium sulfate, and then concentrated. The residue was purified by silica gel column chromatography ...